This data is from the Open Reaction Database (ORD), a public repository of structured organic reaction records. The task is: describe an organic reaction: reactants, conditions, products, and yield Reactants: BrC1=CC=C(S1)C1=CC=C(C(=O)O)C=C1 (4-(5-Bromo-thiophen-2-yl)-benzoic acid), N1[C@@H](CCC1)CN1CCCC1 ((S)(+)-1-(2-pyrrolidinylmethyl)pyrrolidine). The product is BrC1=CC=C(S1)C1=CC=C(C=C1)C(=O)N1[C@@H](CCC1)CN1CCCC1 ([4-(5-Bromo-thiophen-2-yl)-phenyl]-(2(S)-pyrrolidin-1-ylmethyl-pyrrolidin-1-yl)-methanone). RXN SMILES: [Br:1][C:2]1[S:6][C:5]([C:7]2[CH:15]=[CH:14][C:10]([C:11]([OH:13])=O)=[CH:9][CH:8]=2)=[CH:4][CH:3]=1.[NH:16]1[CH2:20][CH2:19][CH2:18][C@H:17]1[CH2:21][N:22]1[CH2:26][CH2:25][CH2:24][CH2:23]1>>[Br:1][C:2]1[S:6][C:5]([C:7]2[CH:8]=[CH:9][C:10]([C:11]([N:16]3[CH2:20][CH2:19][CH2:18][C@H:17]3[CH2:21][N:22]3[CH2:26][CH2:25][CH2:24][CH2:23]3)=[O:13])=[CH:14][CH:15]=2)=[CH:4][CH:3]=1. Procedure: The title compound is prepared in a manner substantially analogous to General Procedure D using 4-(5-Bromo-thiophen-2-yl)-benzoic acid (CAS 1545208-54-4) and (S)(+)-1-(2-pyrrolidinylmethyl)pyrrolidine to give the title compound (5.42 g). MS (ES+) 419.0 (M+H)+